This data is from the Open Reaction Database (ORD), a public repository of structured organic reaction records. The task is: describe an organic reaction: reactants, conditions, products, and yield Reactants: C1(\C=C/C(=O)O1)=O (maleic anhydride), ClC1=CC=CC=C1 (chlorobenzene). The product is ClC1=CC=C(C(=O)C=CC(=O)O)C=C1 (3-(4-chlorobenzoyl)acrylic acid). As a reaction SMILES: [C:1]1(=[O:7])[O:6][C:4](=[O:5])[CH:3]=[CH:2]1.[Cl:8][C:9]1[CH:14]=[CH:13][CH:12]=[CH:11][CH:10]=1>>[Cl:8][C:9]1[CH:14]=[CH:13][C:12]([C:1]([CH:2]=[CH:3][C:4]([OH:6])=[O:5])=[O:7])=[CH:11][CH:10]=1. Procedure details: 3-(4-chlorobenzoyl)acrylic acid (1A) was prepared, as a yellow crystalline solid, m.p.: 157°-158° C, by the Friedel-Crafts acylation of chlorobenzene with maleic anhydride by the method of Papa et al., J. Am. Chem. Soc., 70, 3356 (1948). The reactants are BrCCCCCOCC1=CC=CC2=CC=CC=C12 (1-[[(5-Bromopentyl)oxy]methyl]naphthalene), [Mg] (magnesium), II (iodine), C(C)(=O)OC(C)=O (acetic anhydride), [Cl-].[NH4+] (ammonium chloride). The solvent is CCOCC (Ether), CCOCC (ether), CCOCC (ether). Conditions: time 2 hour. The product is C1(=CC=CC2=CC=CC=C12)COCCCCCC(C)=O (7-[(1-Naphthalenyl)methoxy]-2-heptanone). RXN SMILES: Br[CH2:2][CH2:3][CH2:4][CH2:5][CH2:6][O:7][CH2:8][C:9]1[C:18]2[C:13](=[CH:14][CH:15]=[CH:16][CH:17]=2)[CH:12]=[CH:11][CH:10]=1.[Mg].II.[C:22](OC(=O)C)(=[O:24])[CH3:23].[Cl-].[NH4+]>CCOCC>[C:9]1([CH2:8][O:7][CH2:6][CH2:5][CH2:4][CH2:3][CH2:2][C:22](=[O:24])[CH3:23])[C:18]2[C:13](=[CH:14][CH:15]=[CH:16][CH:17]=2)[CH:12]=[CH:11][CH:10]=1 |f:4.5|. Procedure details: 1-[[(5-Bromopentyl)oxy]methyl]naphthalene (9.96 g) in dry ether (40 ml) was added to magnesium turnings (0.94 g) and iodine (one small crystal) under nitrogen with stirring at a rate which maintained a gentle reflux. The mixture was stirred at reflux for 30 min, cooled to ambient temperature and added over 2.5 h to acetic anhydride (7.67 ml) in ether (15 ml) at -78° under nitrogen with vigorous stirring. After 2 h at -78°, the mixture was allowed to warm to -10° and treated with aqueous saturate... Starting materials: FC(C(=O)O)(F)F (trifluoroacetic acid), C1(CCCCCCCN1)=O (octanolactam). The solvent is C1=CC=CC=C1 (benzene), C1=CC=CC=C1 (benzene). Yields the product FC(C(=O)O)(F)F.C1(CCCCCCCN1)=O (Octanolactam Trifluoroacetate). Reaction SMILES: [C:1]1(=[O:10])[NH:9][CH2:8][CH2:7][CH2:6][CH2:5][CH2:4][CH2:3][CH2:2]1.[F:11][C:12]([F:17])([F:16])[C:13]([OH:15])=[O:14]>C1C=CC=CC=1>[F:11][C:12]([F:17])([F:16])[C:13]([OH:15])=[O:14].[C:1]1(=[O:10])[NH:9][CH2:8][CH2:7][CH2:6][CH2:5][CH2:4][CH2:3][CH2:2]1 |f:3.4|. Procedure: To a 100 ml flask containing 14.12 g of octanolactam (0.1 mol), 30 ml benzene was added and stirred for dissolution. 11.40 g of trifluoroacetic acid (0.1 mol) was added dropwise into the flask over 30 min at room temperature. Then the reaction was stirred for another 4 hours. Desired product was formed after benzene was removed under reduced pressure and dried at 110° C. under 1–5 mmHg for 1 hour. The colorless, slightly viscous, moisture- and water-stable liquid of octanolactam trifluoroacetate... Reactants: NC1=C(C=C(C=C1)B1OC(C)(C)C(C)(C)O1)[N+](=O)[O-] (4-Amino-3-nitrophenylboronic acid pinacol ester), BrC=1C=NC=CC1 (3-bromopyridine), C([O-])([O-])=O.[Cs+].[Cs+] (cesium carbonate). Solvent: CN(C=O)C (dimethylformamide). Reaction conditions: temperature 65 celsius. The product is [N+](=O)([O-])C1=C(C=CC(=C1)C=1C=NC=CC1)N (2-nitro-4-(pyridin-3-yl)benzenamine). Isolated yield 90.5%. Reaction SMILES: [NH2:1][C:2]1[CH:7]=[CH:6][C:5](B2OC(C)(C)C(C)(C)O2)=[CH:4][C:3]=1[N+:17]([O-:19])=[O:18].Br[C:21]1[CH:22]=[N:23][CH:24]=[CH:25][CH:26]=1.C(=O)([O-])[O-].[Cs+].[Cs+]>CN(C)C=O>[N+:17]([C:3]1[CH:4]=[C:5]([C:21]2[CH:22]=[N:23][CH:24]=[CH:25][CH:26]=2)[CH:6]=[CH:7][C:2]=1[NH2:1])([O-:19])=[O:18] |f:2.3.4|. Procedure details: 4-Amino-3-nitrophenylboronic acid pinacol ester (1.60 g, 6.06 mmol), 3-bromopyridine (1.10 g, 6.96 mmol), cesium carbonate (3.33 g, 10.22 mmol) and 1,1′-bis(diphenylphosphino)ferrocene-palladium(II) dichloride DCM complex (491 mg, 0.60 mmol) were suspended in dimethylformamide (20 mL). The solution was degassed by vacuum several times and placed in an argon atmosphere. It was then heated to 65° C. for 6 hr. After cooling, EA (100 mL) and water (40 mL) were added. When additional water (50 mL) wa... Starting materials: C(#N)C=1C=NC2=CN=C(C=C2C1NC=1C=C(C(=O)OC)C=CC1)NCCN1CCOCC1 (methyl 3-(3-cyano-6-(2-morpholinoethylamino)-1,7-naphthyridin-4-ylamino)benzoate), CO (methyl alcohol), [OH-].[Li+] (lithium hydroxide). The solvent is O1CCCC1 (tetrahydrofuran). The product is C(#N)C=1C=NC2=CN=C(C=C2C1NC=1C=C(C(=O)O)C=CC1)NCCN1CCOCC1 (3-(3-cyano-6-(2-morpholinoethylamino)-1,7-naphthyridin-4-ylamino)benzoic acid). RXN SMILES: [C:1]([C:3]1[CH:4]=[N:5][C:6]2[C:11]([C:12]=1[NH:13][C:14]1[CH:15]=[C:16]([CH:21]=[CH:22][CH:23]=1)[C:17]([O:19]C)=[O:18])=[CH:10][C:9]([NH:24][CH2:25][CH2:26][N:27]1[CH2:32][CH2:31][O:30][CH2:29][CH2:28]1)=[N:8][CH:7]=2)#[N:2].CO.[OH-].[Li+]>O1CCCC1>[C:1]([C:3]1[CH:4]=[N:5][C:6]2[C:11]([C:12]=1[NH:13][C:14]1[CH:15]=[C:16]([CH:21]=[CH:22][CH:23]=1)[C:17]([OH:19])=[O:18])=[CH:10][C:9]([NH:24][CH2:25][CH2:26][N:27]1[CH2:32][CH2:31][O:30][CH2:29][CH2:28]1)=[N:8][CH:7]=2)#[N:2] |f:2.3|. Procedure details: To methyl 3-(3-cyano-6-(2-morpholinoethylamino)-1,7-naphthyridin-4-ylamino)benzoate in tetrahydrofuran (12 mL) was added methyl alcohol (4.5 mL) and lithium hydroxide (1 N, 4.5 mL). After 12 hr the solvents were evaporated and the crude mixture was purified by preparative HPLC to give 3-(3-cyano-6-(2-morpholinoethylamino)-1,7-naphthyridin-4-ylamino)benzoic acid in quantitative yield. Starting materials: Cn1ncc2[nH]c3c(Br)cccc3c(=O)c21, CCCC[Sn](CCCC)(CCCC)c1ccccc1, C1COCCO1, [Cl-], [Li+], c1ccc(P(c2ccccc2)(c2ccccc2)[Pd](P(c2ccccc2)(c2ccccc2)c2ccccc2)(P(c2ccccc2)(c2ccccc2)c2ccccc2)P(c2ccccc2)(c2ccccc2)c2ccccc2)cc1. Yields the product Cn1ncc2[nH]c3c(-c4ccccc4)cccc3c(=O)c21. Reaction SMILES: [Br:1][c:2]1[cH:3][cH:4][cH:5][c:6]2[c:7](=[O:16])[c:8]3[c:9]([nH:10][c:11]12)[cH:12][n:13][n:14]3[CH3:15].[CH2:17]([Sn:18]([CH2:19][CH2:20][CH2:21][CH3:28])([c:22]1[cH:23][cH:24][cH:25][cH:26][cH:27]1)[CH2:29][CH2:30][CH2:31][CH3:32])[CH2:33][CH2:34][CH3:35].[CH2:38]1[O:39][CH2:40][CH2:41][O:42][CH2:43]1.[Cl-:37].[Li+:36].[cH:44]1[cH:45][cH:46][c:47]([P:48]([Pd:49]([P:50]([c:51]2[cH:52][cH:53][cH:54][cH:55][cH:56]2)([c:57]2[cH:58][cH:59][cH:60][cH:61][cH:62]2)[c:63]2[cH:64][cH:65][cH:66][cH:67][cH:68]2)([P:69]([c:70]2[cH:71][cH:72][cH:73][cH:74][cH:75]2)([c:76]2[cH:77][cH:78][cH:79][cH:80][cH:81]2)[c:82]2[cH:83][cH:84][cH:85][cH:86][cH:87]2)[P:88]([c:89]2[cH:90][cH:91][cH:92][cH:93][cH:94]2)([c:95]2[cH:96][cH:97][cH:98][cH:99][cH:100]2)[c:101]2[cH:102][cH:103][cH:104][cH:105][cH:106]2)([c:107]2[cH:108][cH:109][cH:110][cH:111][cH:112]2)[c:113]2[cH:114][cH:115][cH:116][cH:117][cH:118]2)[cH:119][cH:120]1>>[c:2]1(-[c:22]2[cH:23][cH:24][cH:25][cH:26][cH:27]2)[cH:3][cH:4][cH:5][c:6]2[c:7](=[O:16])[c:8]3[c:9]([nH:10][c:11]12)[cH:12][n:13][n:14]3[CH3:15].